From a dataset of the Open Reaction Database (ORD), a public repository of structured organic reaction records. describe an organic reaction: reactants, conditions, products, and yield Reactants: FC(F)c1ccc(C(F)(F)Br)cc1, Cc1nc(-c2ccc(C(F)(F)F)cc2)sc1C=O, CN(C)C=O, Cl, [In]. The product is Cc1nc(-c2ccc(C(F)(F)F)cc2)sc1C(O)C(F)(F)c1ccc(C(F)F)cc1. RXN SMILES: [Br:19][C:20]([c:21]1[cH:22][cH:23][c:24]([CH:27]([F:28])[F:29])[cH:25][cH:26]1)([F:30])[F:31].[CH3:1][c:2]1[n:3][c:4](-[c:9]2[cH:10][cH:11][c:12]([C:15]([F:16])([F:17])[F:18])[cH:13][cH:14]2)[s:5][c:6]1[CH:7]=[O:8].[CH3:34][N:35]([CH3:36])[CH:37]=[O:38].[ClH:33].[In:32]>>[CH3:1][c:2]1[n:3][c:4](-[c:9]2[cH:10][cH:11][c:12]([C:15]([F:16])([F:17])[F:18])[cH:13][cH:14]2)[s:5][c:6]1[CH:7]([OH:8])[C:20]([c:21]1[cH:22][cH:23][c:24]([CH:27]([F:28])[F:29])[cH:25][cH:26]1)([F:30])[F:31]. The reactants are O=C([O-])[O-], CN(C)c1ccc(B(O)O)cc1, COc1ccc(CCNc2cc(Cl)nc(OC)n2)cc1, [Cs+], [Cs+], c1ccc(P(c2ccccc2)(c2ccccc2)[Pd](P(c2ccccc2)(c2ccccc2)c2ccccc2)(P(c2ccccc2)(c2ccccc2)c2ccccc2)P(c2ccccc2)(c2ccccc2)c2ccccc2)cc1. Yields the product COc1ccc(CCNc2cc(-c3ccc(N(C)C)cc3)nc(OC)n2)cc1. As a reaction SMILES: [C:33](=[O:34])([O-:35])[O-:36].[CH3:21][N:22]([CH3:23])[c:24]1[cH:25][cH:26][c:27]([B:30]([OH:31])[OH:32])[cH:28][cH:29]1.[Cl:1][c:2]1[cH:3][c:4]([NH:10][CH2:11][CH2:12][c:13]2[cH:14][cH:15][c:16]([O:19][CH3:20])[cH:17][cH:18]2)[n:5][c:6]([O:8][CH3:9])[n:7]1.[Cs+:37].[Cs+:38].[cH:39]1[cH:40][cH:41][c:42]([P:43]([Pd:44]([P:45]([c:46]2[cH:47][cH:48][cH:49][cH:50][cH:51]2)([c:52]2[cH:53][cH:54][cH:55][cH:56][cH:57]2)[c:58]2[cH:59][cH:60][cH:61][cH:62][cH:63]2)([P:64]([c:65]2[cH:66][cH:67][cH:68][cH:69][cH:70]2)([c:71]2[cH:72][cH:73][cH:74][cH:75][cH:76]2)[c:77]2[cH:78][cH:79][cH:80][cH:81][cH:82]2)[P:83]([c:84]2[cH:85][cH:86][cH:87][cH:88][cH:89]2)([c:90]2[cH:91][cH:92][cH:93][cH:94][cH:95]2)[c:96]2[cH:97][cH:98][cH:99][cH:100][cH:101]2)([c:102]2[cH:103][cH:104][cH:105][cH:106][cH:107]2)[c:108]2[cH:109][cH:110][cH:111][cH:112][cH:113]2)[cH:114][cH:115]1>>[c:2]1(-[c:27]2[cH:26][cH:25][c:24]([N:22]([CH3:21])[CH3:23])[cH:29][cH:28]2)[cH:3][c:4]([NH:10][CH2:11][CH2:12][c:13]2[cH:14][cH:15][c:16]([O:19][CH3:20])[cH:17][cH:18]2)[n:5][c:6]([O:8][CH3:9])[n:7]1.